Dataset: the Open Reaction Database (ORD), a public repository of structured organic reaction records. Task: describe an organic reaction: reactants, conditions, products, and yield Starting materials: O (water), COC=1C=C(C=CC1OC)CCO (3,4-dimethoxyphenylethyl alcohol), C1COC(C)(CCCCl)O1 (5-chloro-2-pentanone ethylene ketal), B(F)(F)F (BF3). Solvent: [N+](=O)([O-])C (nitromethane). Reaction conditions: time 4 hour. Product: ClCCCC1(OCCC2=CC(=C(C=C12)OC)OC)C (1-(3-chloropropyl)-6,7-dimethoxy-1-methyl-isochroman). The yield is 1404.6%. As a reaction SMILES: [CH3:1][O:2][C:3]1[CH:4]=[C:5]([CH2:11][CH2:12][OH:13])[CH:6]=[CH:7][C:8]=1[O:9][CH3:10].C1O[C:17]([CH2:19][CH2:20][CH2:21][Cl:22])([CH3:18])OC1.B(F)(F)F.O>[N+](C)([O-])=O>[Cl:22][CH2:21][CH2:20][CH2:19][C:17]1([CH3:18])[C:6]2[C:5](=[CH:4][C:3]([O:2][CH3:1])=[C:8]([O:9][CH3:10])[CH:7]=2)[CH2:11][CH2:12][O:13]1. Reported procedure: A mixture of 3,4-dimethoxyphenylethyl alcohol (1.72 g, 0.01 mole), 5-chloro-2-pentanone ethylene ketal (1.64 g, 0.01 mole) and 0.5 ml of BF3 etherate in 20 ml of nitromethane is stirred at room temperature under N2 for 4 hours. The reaction mixture is then poured into cold water and extracted with CH2Cl2. The CH2Cl2 solution is washed with water, dried (Na2SO4) and concentrated to an oil. The oil is chromatographed on silica gel with 10% ethylacetate/Skellysolve B as eluate to give 40 g (54% yie... The reactants are O (water), C1=CC=CC=2C3=CC=CC=C3NC12 (carbazole), [OH-].[Na+] (sodium hydroxide), C(C=C)Br (allylbromide). The solvent is CS(=O)C (dimethylsulfoxide). Reaction conditions: temperature 60 celsius. The product is C(C=C)N1C2=CC=CC=C2C=2C=CC=CC12 (N-Allylcarbazole). As a reaction SMILES: [CH:1]1[C:13]2[NH:12][C:11]3[C:6](=[CH:7][CH:8]=[CH:9][CH:10]=3)[C:5]=2[CH:4]=[CH:3][CH:2]=1.[OH-].[Na+].[CH2:16](Br)[CH:17]=[CH2:18].O>CS(C)=O>[CH2:18]([N:12]1[C:11]2[CH:10]=[CH:9][CH:8]=[CH:7][C:6]=2[C:5]2[C:13]1=[CH:1][CH:2]=[CH:3][CH:4]=2)[CH:17]=[CH2:16] |f:1.2|. Procedure details: A mixture of 10.85 g (65.0 mmol) of carbazole, 2.60 g (65.0 mmol) of sodium hydroxide and 6.1 mL (72.0 mmol) of allylbromide in 100 mL dimethylsulfoxide was heated to 60° C. for 5 hours. The reaction mixture was poured into water and extracted with ethyl acetate. The ethyl acetate layer was washed with water and then concentrated. The crude product was purified using column chromatography (silica, 1:4 dichloromethane:hexane). Yield: 9.85 g (73%). Reaction SMILES: [Br:14][CH2:15][c:16]1[cH:17][cH:18][c:19](-[c:22]2[c:23]([C:28]#[N:29])[cH:24][cH:25][cH:26][cH:27]2)[cH:20][cH:21]1.[C:3]([CH2:4][C:5](=[O:6])[O:7][CH2:8][CH3:9])(=[O:10])[O:11][CH2:12][CH3:13].[H-:1].[Na+:2].[O:30]1[CH2:31][CH2:32][CH2:33][CH2:34]1>>[C:3]([CH:4]([C:5](=[O:6])[O:7][CH2:8][CH3:9])[CH2:15][c:16]1[cH:17][cH:18][c:19](-[c:22]2[c:23]([C:28]#[N:29])[cH:24][cH:25][cH:26][cH:27]2)[cH:20][cH:21]1)(=[O:10])[O:11][CH2:12][CH3:13]. Starting materials: N#Cc1ccccc1-c1ccc(CBr)cc1, CCOC(=O)CC(=O)OCC, [H-], [Na+], C1CCOC1. Product: CCOC(=O)C(Cc1ccc(-c2ccccc2C#N)cc1)C(=O)OCC. Starting materials: OCC1=CC=C(CCC2=CC=CC=3N2C=NC3)C=C1 (5-[p-(hydroxymethyl)phenethyl]imidazo[1,5-a]pyridine), S(=O)(Cl)Cl (thionyl chloride). The product is ClCC1=CC=C(CCC2=CC=CC=3N2C=NC3)C=C1 (5-[p-(chloromethyl)-phenethyl]imidazo[1,5-a]pyridine). RXN SMILES: O[CH2:2][C:3]1[CH:19]=[CH:18][C:6]([CH2:7][CH2:8][C:9]2[N:14]3[CH:15]=[N:16][CH:17]=[C:13]3[CH:12]=[CH:11][CH:10]=2)=[CH:5][CH:4]=1.S(Cl)([Cl:22])=O>>[Cl:22][CH2:2][C:3]1[CH:19]=[CH:18][C:6]([CH2:7][CH2:8][C:9]2[N:14]3[CH:15]=[N:16][CH:17]=[C:13]3[CH:12]=[CH:11][CH:10]=2)=[CH:5][CH:4]=1. Procedure: 5-[p-(hydroxymethyl)phenethyl]imidazo[1,5-a]pyridine (2.52 g) is refluxed in 20 ml of thionyl chloride for 2 hours. Excess thionyl chloride is evaporated and the residue is partitioned between ethyl acetate and dilute sodium bicarbonate solution. The organic phase is dried over sodium sulfate and evaporated to yield 5-[p-(chloromethyl)-phenethyl]imidazo[1,5-a]pyridine. The reactants are COC(Cn1cc2ccc(NC(=O)Nc3ccc(Oc4ccccc4)cc3)cc2n1)OC, CC(C)=O, Cl. Product: O=CCn1cc2ccc(NC(=O)Nc3ccc(Oc4ccccc4)cc3)cc2n1. RXN SMILES: [CH3:1][O:2][CH:3]([CH2:4][n:5]1[n:6][c:7]2[cH:8][c:9]([NH:14][C:15](=[O:16])[NH:17][c:18]3[cH:19][cH:20][c:21]([O:24][c:25]4[cH:26][cH:27][cH:28][cH:29][cH:30]4)[cH:22][cH:23]3)[cH:10][cH:11][c:12]2[cH:13]1)[O:31][CH3:32].[CH3:34][C:35](=[O:36])[CH3:37].[ClH:33]>>[O:2]=[CH:3][CH2:4][n:5]1[n:6][c:7]2[cH:8][c:9]([NH:14][C:15](=[O:16])[NH:17][c:18]3[cH:19][cH:20][c:21]([O:24][c:25]4[cH:26][cH:27][cH:28][cH:29][cH:30]4)[cH:22][cH:23]3)[cH:10][cH:11][c:12]2[cH:13]1. Reactants: Cc1cn(C2([SiH](C)C)CC(OC(C)(C)C)C(CI)O2)c(=O)[nH]c1=O, CCOC(C)=O, [N-]=[N+]=[N-], [Na+], CN(C)C=O. Product: Cc1cn(C2([SiH](C)C)CC(OC(C)(C)C)C(CN=[N+]=[N-])O2)c(=O)[nH]c1=O. RXN SMILES: [C:1]([CH3:2])([CH3:3])([CH3:4])[O:5][CH:6]1[CH2:7][C:8]([n:13]2[c:14](=[O:15])[nH:16][c:17](=[O:18])[c:19]([CH3:20])[cH:21]2)([SiH:22]([CH3:23])[CH3:24])[O:9][CH:10]1[CH2:11][I:12].[CH3:34][CH2:35][O:36][C:37](=[O:38])[CH3:39].[N-:26]=[N+:27]=[N-:28].[Na+:25].[O:29]=[CH:30][N:31]([CH3:32])[CH3:33]>>[C:1]([CH3:2])([CH3:3])([CH3:4])[O:5][CH:6]1[CH2:7][C:8]([n:13]2[c:14](=[O:15])[nH:16][c:17](=[O:18])[c:19]([CH3:20])[cH:21]2)([SiH:22]([CH3:23])[CH3:24])[O:9][CH:10]1[CH2:11][N:26]=[N+:27]=[N-:28].